Task: describe an organic reaction: reactants, conditions, products, and yield. Dataset: the Open Reaction Database (ORD), a public repository of structured organic reaction records Starting materials: NC=1C=C(C=CC1C)C1=NOC(=N1)C1CN(C1)C(=O)OC (methyl 3-(3-(3-amino-4-methylphenyl)-1,2,4-oxadiazol-5-yl)azetidine-1-carboxylate), acid chloride, O=C(CCC=1C=CC=2N(C1)C(=CN2)C(=O)O)C (6-(3-oxobutyl)imidazo[1,2-a]pyridine-3-carboxylic acid), C(C(=O)Cl)(=O)Cl (oxalyl chloride), CN(C=O)C (N,N-dimethylformamide). Run in N1=CC=CC=C1 (pyridine), ClCCl (dichloromethane). Conditions: temperature 0 celsius, time 1 hour. Product: CC1=C(C=C(C=C1)C1=NOC(=N1)C1CN(C1)C(=O)OC)NC(=O)C1=CN=C2N1C=C(C=C2)CCC(C)=O (methyl 3-(3-(4-methyl-3-(6-(3-oxobutyl)imidazo[1,2-a]pyridine-3-carboxamido)phenyl)-1,2,4-oxadiazol-5-yl)azetidine-1-carboxylate). As a reaction SMILES: [O:1]=[C:2]([CH3:17])[CH2:3][CH2:4][C:5]1[CH:6]=[CH:7][C:8]2[N:9]([C:11]([C:14]([OH:16])=O)=[CH:12][N:13]=2)[CH:10]=1.C(Cl)(=O)C(Cl)=O.CN(C)C=O.[NH2:29][C:30]1[CH:31]=[C:32]([C:37]2[N:41]=[C:40]([CH:42]3[CH2:45][N:44]([C:46]([O:48][CH3:49])=[O:47])[CH2:43]3)[O:39][N:38]=2)[CH:33]=[CH:34][C:35]=1[CH3:36]>ClCCl.N1C=CC=CC=1>[CH3:36][C:35]1[CH:34]=[CH:33][C:32]([C:37]2[N:41]=[C:40]([CH:42]3[CH2:43][N:44]([C:46]([O:48][CH3:49])=[O:47])[CH2:45]3)[O:39][N:38]=2)=[CH:31][C:30]=1[NH:29][C:14]([C:11]1[N:9]2[CH:10]=[C:5]([CH2:4][CH2:3][C:2](=[O:1])[CH3:17])[CH:6]=[CH:7][C:8]2=[N:13][CH:12]=1)=[O:16]. Procedure details: To a stirring suspension of 6-(3-oxobutyl)imidazo[1,2-a]pyridine-3-carboxylic acid (78) (50 mg, 0.215 mmol) in anhydrous dichloromethane (2 mL) at 0° C. under Argon was added dropwise oxalyl chloride (20 uL, 0.237 mmol). Then, a drop of anhydrous N,N-dimethylformamide was added and the reaction mixture was stirred at 0° C. for 1 hour. The solvent was concentrated and the crude solid was dried under vacuo. Next, methyl 3-(3-(3-amino-4-methylphenyl)-1,2,4-oxadiazol-5-yl)azetidine-1-carboxylate (31... The reactants are [Na+].OC1=C(C=C(C=C1)S(=O)(=O)[O-])[N+](=O)[O-] (4-hydroxy-3-nitro-benzene sulfonic acid sodium salt), C1(CCCCC1)N=C=NC1CCCCC1 (dicyclohexylcarbodiimide). The solvent is CN(C=O)C (dimethylformamide). Product: C1(CCCCC1)NC(NC1CCCCC1)=O (dicyclohexyl urea). As a reaction SMILES: [Na+].[OH:2]C1C=CC(S([O-])(=O)=O)=CC=1[N+]([O-])=O.[CH:16]1([N:22]=[C:23]=[N:24][CH:25]2[CH2:30][CH2:29][CH2:28][CH2:27][CH2:26]2)[CH2:21][CH2:20][CH2:19][CH2:18][CH2:17]1>CN(C)C=O>[CH:25]1([NH:24][C:23](=[O:2])[NH:22][CH:16]2[CH2:17][CH2:18][CH2:19][CH2:20][CH2:21]2)[CH2:30][CH2:29][CH2:28][CH2:27][CH2:26]1 |f:0.1|. Procedure details: One molar equivalent (2.24 g) of 4-hydroxy-3-nitro-benzene sulfonic acid sodium salt (HNSA) is mixed together with one molar equivalent (2.06 g) of dicyclohexylcarbodiimide and one molar equivalent (2.10 g) of N-maleimido-6-aminocarpoic acid in 25 ml of dimethylformamide (DMF) at room temperature overnight. A white precipitate of dicyclohexyl urea is formed. The precipitate is filtered and 300 ml diethyl ether is added to the mother liquor. After about 10 minutes to 4 hours a gummy solid precipi...